Dataset: the Open Reaction Database (ORD), a public repository of structured organic reaction records. Task: describe an organic reaction: reactants, conditions, products, and yield RXN SMILES: [CH2:1]([O:8][C:9]1[CH:19]=[CH:18][C:12]([C:13](OCC)=[O:14])=[CH:11][C:10]=1[Cl:20])[C:2]1[CH:7]=[CH:6][CH:5]=[CH:4][CH:3]=1.[NH2:21][NH2:22]>CO>[CH2:1]([O:8][C:9]1[CH:19]=[CH:18][C:12]([C:13]([NH:21][NH2:22])=[O:14])=[CH:11][C:10]=1[Cl:20])[C:2]1[CH:7]=[CH:6][CH:5]=[CH:4][CH:3]=1. The reactants are C(C1=CC=CC=C1)OC1=C(C=C(C(=O)OCC)C=C1)Cl (Ethyl 4-benzyloxy-3-chlorobenzoate), NN (hydrazine). Product: C(C1=CC=CC=C1)OC1=C(C=C(C(=O)NN)C=C1)Cl (4-benzyloxy- 3-chlorobenzoic acid hydrazide). Isolated yield 96.7%. Procedure details: Ethyl 4-benzyloxy-3-chlorobenzoate [c.f., Jones & Robinson, J. Chem. Soc. 3845 (1955)] (32.0 g., 0.11 mole), 25 ml. methanol and 20 ml. 95% hydrazine are stirred under reflux for 8 hours and cooled to room temperature. The mixture is filtered and the resulting solid dried in vacuo to give 29.4 g. 4-benzyloxy- 3-chlorobenzoic acid hydrazide (96.7% yield), m.p. 168°-171° C. Run in CO (methanol). Starting materials: C(C)OC(C)=O.CCCCCC (hexane - ethyl acetate), COC1=CC=C(C(=O)C2(OC=3C(C=CC3)=CC2)CC(=O)OC)C=C1 (methyl 2-(4-methoxy-benzoyl) -7-benzofuranacetate). Product: CO\C=C(\C(=O)OC)/C1(OC=2C(C=CC2)=CC1)C(C1=CC=C(C=C1)OC)=O (Methyl α-[(E)-methoxymethylene1-2-(4-methoxy-benzoyl)-7-benzo-furanacetate). Reaction SMILES: [CH3:1][O:2][C:3]1[CH:24]=[CH:23][C:6]([C:7]([C:9]2([CH2:18][C:19]([O:21][CH3:22])=[O:20])[CH2:17][CH:16]=[C:12]3[CH:13]=[CH:14][CH:15]=[C:11]3[O:10]2)=[O:8])=[CH:5][CH:4]=1.[CH2:25]([O:27][C:28](=O)C)C.CCCCCC>>[CH3:25][O:27]/[CH:28]=[C:18](\[C:9]1([C:7](=[O:8])[C:6]2[CH:23]=[CH:24][C:3]([O:2][CH3:1])=[CH:4][CH:5]=2)[CH2:17][CH:16]=[C:12]2[CH:13]=[CH:14][CH:15]=[C:11]2[O:10]1)/[C:19]([O:21][CH3:22])=[O:20] |f:1.2|. Procedure details: Using the procedure of Example 1, methyl 2-(4-methoxy-benzoyl) -7-benzofuranacetate, prepared hereafter, was reacted to obtain the desired product with a Rf 0.07 (eluant: hexane - ethyl acetate (75-25)).